Dataset: the Open Reaction Database (ORD), a public repository of structured organic reaction records. Task: describe an organic reaction: reactants, conditions, products, and yield The reactants are C=1C=CC(=CC1)/C=C/CO (cinnamic alcohol), [OH-].[K+] (KOH). Solvent: C1(=CC=CC=C1)C (toluene). Conditions: time 1 hour. The product is C(C=CC1=CC=CC=C1)(=O)[O-].[K+] (potassium cinnamate). Reaction SMILES: [CH:1]1[CH:2]=[CH:3][C:4](/[CH:7]=[CH:8]/[CH2:9][OH:10])=[CH:5][CH:6]=1.[OH-:11].[K+:12]>C1(C)C=CC=CC=1>[C:9]([O-:11])(=[O:10])[CH:8]=[CH:7][C:4]1[CH:5]=[CH:6][CH:1]=[CH:2][CH:3]=1.[K+:12] |f:1.2,4.5|. Procedure details: 50 g (0,36 mol) of cinnamic alcohol are dissolved in 180 ml of dry toluene. 20 g (0,36 mol) of KOH are added to the solution, and the resulting mixture is kept under stirring for one hour at room temperature. During this phase, potassium cinnamate is obtained. Then, a solution prepared starting from 18 g (0,10 mol) of 2,4,6-trichloro-s-triazine in 150 ml of toluene is added, allowing to react at room temperature for further 90 hours under stirring. Reactants: Cl (hydrogen chloride), ClC1=CC=C(C(=O)N2CC(CC2)NC=2SC=C(N2)/C=C/C(=O)NOC2OCCCC2)C=C1 ((2E)-3-(2-{[1-(4-chlorobenzoyl)-3-pyrrolidinyl]amino}-1,3-thiazol-4-yl)-N-(tetrahydro-2H-pyran-2-yloxy)acrylamide), C(C)OCC (ethyl ether). Solvent: CO (MeOH). Conditions: time 3.5 hour. Yields the product Cl.ClC1=CC=C(C(=O)N2CC(CC2)NC=2SC=C(N2)/C=C/C(=O)NO)C=C1 ((2E)-3-(2-{[1-(4-chlorobenzoyl)-3-pyrrolidinyl]amino}-1,3-thiazol-4-yl)-N-hydroxyacrylamide hydrochloride). The yield is 155.5%. RXN SMILES: Cl.[Cl:2][C:3]1[CH:33]=[CH:32][C:6]([C:7]([N:9]2[CH2:13][CH2:12][CH:11]([NH:14][C:15]3[S:16][CH:17]=[C:18](/[CH:20]=[CH:21]/[C:22]([NH:24][O:25]C4CCCCO4)=[O:23])[N:19]=3)[CH2:10]2)=[O:8])=[CH:5][CH:4]=1.C(OCC)C>CO>[ClH:2].[Cl:2][C:3]1[CH:4]=[CH:5][C:6]([C:7]([N:9]2[CH2:13][CH2:12][CH:11]([NH:14][C:15]3[S:16][CH:17]=[C:18](/[CH:20]=[CH:21]/[C:22]([NH:24][OH:25])=[O:23])[N:19]=3)[CH2:10]2)=[O:8])=[CH:32][CH:33]=1 |f:4.5|. Reported procedure: 10% Metallic hydrogen chloride (1.4 mL) was added to the solution of (2E)-3-(2-{[1-(4-chlorobenzoyl)-3-pyrrolidinyl]amino}-1,3-thiazol-4-yl)-N-(tetrahydro-2H-pyran-2-yloxy)acrylamide (0.6 g) in MeOH (12 ml) and the mixture was stirred at ambient temperature for 3.5 hours. To the reaction mixture was added ethyl ether and isolated precipitate was collected by filtration to give (2E)-3-(2-{[1-(4-chlorobenzoyl)-3-pyrrolidinyl]amino}-1,3-thiazol-4-yl)-N-hydroxyacrylamide hydrochloride (0.42 g) Starting materials: [N+](=O)([O-])C1=C(C=CC(=C1)N)N (2-nitro-1,4-phenylenediamine), Cl (hydrogen chloride), O1CCOCC1 (dioxane), C(C)OCC (diethyl ether). Solvent: C(C)O (ethanol). Reaction conditions: time 15 minute. The product is Cl.[N+](=O)([O-])C1=C(C=CC(=C1)N)N (2-nitro-1,4-phenylenediamine hydrochloride). Isolated yield 100.0%. As a reaction SMILES: [N+:1]([C:4]1[CH:9]=[C:8]([NH2:10])[CH:7]=[CH:6][C:5]=1[NH2:11])([O-:3])=[O:2].O1CCOCC1.C(OCC)C.[ClH:23]>C(O)C>[ClH:23].[N+:1]([C:4]1[CH:9]=[C:8]([NH2:10])[CH:7]=[CH:6][C:5]=1[NH2:11])([O-:3])=[O:2] |f:5.6|. Procedure: A solution comprising 2-nitro-1,4-phenylenediamine (21.0 g, 137 mmol) in ethanol (350 mL) and 4.0M hydrogen chloride in dioxane (30.8 mL, 123 mmol) was stirred at room temperature for 15 minutes and then diethyl ether (1 L) was added to give a precipitate. The precipitate was collected by filtration, washed with additional diethyl ether and dried in vacuo to provide 2-nitro-1,4-phenylenediamine hydrochloride (23.3 g, 100% yield).